From a dataset of the Open Reaction Database (ORD), a public repository of structured organic reaction records. describe an organic reaction: reactants, conditions, products, and yield Starting materials: COC(=O)c1cc(N)ccc1Cl, [NH4+], [OH-]. The product is NC(=O)c1cc(N)ccc1Cl. RXN SMILES: [CH3:1][O:2][C:3]([c:4]1[c:5]([Cl:11])[cH:6][cH:7][c:8]([NH2:10])[cH:9]1)=[O:12].[NH4+:14].[OH-:13]>>[O:2]=[C:3]([c:4]1[c:5]([Cl:11])[cH:6][cH:7][c:8]([NH2:10])[cH:9]1)[NH2:14].